This data is from the Open Reaction Database (ORD), a public repository of structured organic reaction records. The task is: describe an organic reaction: reactants, conditions, products, and yield The reactants are CCOC(=O)C(C)=Cc1cc(-c2ccc(OCc3ccccc3)cc2)n(C2CCCCC2)n1, ClCCl. Product: CCOC(=O)C(C)=Cc1cc(-c2ccc(O)cc2)n(C2CCCCC2)n1. As a reaction SMILES: [CH2:1]([c:2]1[cH:3][cH:4][cH:5][cH:6][cH:7]1)[O:8][c:9]1[cH:10][cH:11][c:12](-[c:15]2[cH:16][c:17]([CH:26]=[C:27]([C:28](=[O:29])[O:30][CH2:31][CH3:32])[CH3:33])[n:18][n:19]2[CH:20]2[CH2:21][CH2:22][CH2:23][CH2:24][CH2:25]2)[cH:13][cH:14]1.[Cl:34][CH2:35][Cl:36]>>[OH:8][c:9]1[cH:10][cH:11][c:12](-[c:15]2[cH:16][c:17]([CH:26]=[C:27]([C:28](=[O:29])[O:30][CH2:31][CH3:32])[CH3:33])[n:18][n:19]2[CH:20]2[CH2:21][CH2:22][CH2:23][CH2:24][CH2:25]2)[cH:13][cH:14]1. Starting materials: sodium dihydro-bis(2-methoxyethoxy)aluminate, solution, [Cl-].[NH4+] (ammonium chloride), NC=1SC(=C(N1)C1=CC=CC=C1)C1=NC(=NC=C1)NC1=CC(=CC=C1)C(=O)OC (N-[4-(2-amino-4-phenyl-thiazol-5-yl)-pyrimidin-2-yl]-N-(3-methoxycarbonyl-phenyl)-amine). The solvent is C1(=CC=CC=C1)C (toluene), O1CCCC1 (tetrahydrofuran). Yields the product NC=1SC(=C(N1)C1=CC=CC=C1)C1=NC(=NC=C1)NC1=CC(=CC=C1)CO (N-[4-(2-amino-4-phenyl-thiazol-5-yl)-pyrimidin-2-yl]-N-(3-hydroxymethyl-phenyl)-amine). Reaction SMILES: [NH2:1][C:2]1[S:3][C:4]([C:13]2[CH:18]=[CH:17][N:16]=[C:15]([NH:19][C:20]3[CH:25]=[CH:24][CH:23]=[C:22]([C:26](OC)=[O:27])[CH:21]=3)[N:14]=2)=[C:5]([C:7]2[CH:12]=[CH:11][CH:10]=[CH:9][CH:8]=2)[N:6]=1.[Cl-].[NH4+]>O1CCCC1.C1(C)C=CC=CC=1>[NH2:1][C:2]1[S:3][C:4]([C:13]2[CH:18]=[CH:17][N:16]=[C:15]([NH:19][C:20]3[CH:25]=[CH:24][CH:23]=[C:22]([CH2:26][OH:27])[CH:21]=3)[N:14]=2)=[C:5]([C:7]2[CH:12]=[CH:11][CH:10]=[CH:9][CH:8]=2)[N:6]=1 |f:1.2|. Reported procedure: To a suspension of N-[4-(2-amino-4-phenyl-thiazol-5-yl)-pyrimidin-2-yl]-N-(3-methoxycarbonyl-phenyl)-amine (800 mg, 2.0 mmol) in tetrahydrofuran (25 ml) is added a solution of sodium dihydro-bis(2-methoxyethoxy)aluminate in toluene (3 ml of a 3.5M solution) without cooling. The temperature of the reaction mixture rises to about +40° C. and the starting material dissolves immediately yielding a yellow clear solution. After an additional hour the solution is poured onto crushed ice and ammonium ch... Starting materials: N1C=NC=C1 (Imidazole), [H-].[Na+] (sodium hydride), BrCC=1C=CC2=C(SC(=C2Cl)C(=O)OCC)C1 (ethyl 6-bromomethyl-3-chlorobenzo[b]thiophene-2-carboxylate). The solvent is CN(C=O)C (dimethylformamide). Reaction conditions: time 40 minute. Product: ClC=1C2=C(SC1C(=O)OCC)C=C(C=C2)CN2C=NC=C2 (Ethyl 3-chloro-6-(1H-1-imidazolylmethyl)benzo[b]thiophene2-carboxylate). Yield: 63.0%. Reaction SMILES: [NH:1]1[CH:5]=[CH:4][N:3]=[CH:2]1.[H-].[Na+].Br[CH2:9][C:10]1[CH:11]=[CH:12][C:13]2[C:17]([Cl:18])=[C:16]([C:19]([O:21][CH2:22][CH3:23])=[O:20])[S:15][C:14]=2[CH:24]=1>CN(C)C=O>[Cl:18][C:17]1[C:13]2[CH:12]=[CH:11][C:10]([CH2:9][N:1]3[CH:5]=[CH:4][N:3]=[CH:2]3)=[CH:24][C:14]=2[S:15][C:16]=1[C:19]([O:21][CH2:22][CH3:23])=[O:20] |f:1.2|. Reported procedure: Imidazole (2.0 g, 30 mmol) was added in portions to a stirred suspension of sodium hydride (0.48 g of 60% dispersion in mineral oil, 12 mmol) in anhydrous dimethylformamide (15 ml) at 0° C., under a nitrogen atmosphere. After 40 minutes, ethyl 6-bromomethyl-3-chlorobenzo[b]thiophene-2-carboxylate (Preparation 10, 3.33 g, 10 mmol) was added. After 2 hours the mixture was partitioned between ethyl acetate and water. The organic layer was separated and washed with more water, dried (magnesium sulfa... The reactants are N1=CC=C(C=C1)C=O (4-pyridinecarboxaldehyde), [H-].[Na+] (sodium hydride), [Br-].COC=1C=C(C=C(C1)OC)C(CC[P+](C1=CC=CC=C1)(C1=CC=CC=C1)C1=CC=CC=C1)C (3-(3,5-dimethoxyphenyl)butyl triphenylphosphonium bromide). Run in O1CCCC1 (tetrahydrofuran), O1CCCC1 (tetrahydrofuran), CS(=O)C (dimethylsulfoxide). Conditions: time 1 hour. Yields the product COC=1C=C(C=C(C1)OC)C(CC=CC1=CC=NC=C1)C (4-(3,5-dimethoxyphenyl)-1-(4-pyridyl)-1-pentene). Yield: 70.8%. As a reaction SMILES: [Br-].[CH3:2][O:3][C:4]1[CH:5]=[C:6]([CH:12]([CH3:34])[CH2:13][CH2:14][P+](C2C=CC=CC=2)(C2C=CC=CC=2)C2C=CC=CC=2)[CH:7]=[C:8]([O:10][CH3:11])[CH:9]=1.[N:35]1[CH:40]=[CH:39][C:38]([CH:41]=O)=[CH:37][CH:36]=1.[H-].[Na+]>CS(C)=O.O1CCCC1>[CH3:11][O:10][C:8]1[CH:7]=[C:6]([CH:12]([CH3:34])[CH2:13][CH:14]=[CH:41][C:38]2[CH:39]=[CH:40][N:35]=[CH:36][CH:37]=2)[CH:5]=[C:4]([O:3][CH3:2])[CH:9]=1 |f:0.1,3.4|. Procedure details: A mixture of 3-(3,5-dimethoxyphenyl)butyl triphenylphosphonium bromide (19.0 g., 35.4 mmoles) in dimethylsulfoxide (50 ml.) is added to 4-pyridinecarboxaldehyde (3.79 g., 35.4 mmoles) in tetrahydrofuran (40 ml.). The resulting mixture is then added dropwise to a slurry of 50% sodium hydride (1.87 g., 39 mmoles) in tetrahydrofuran (20 ml.) under a nitrogen atmosphere at 0°-5° C. Following completion of addition, the mixture is stirred for one hour at 0°-5° C. and then concentrated under reduced p... The yield is 85.1%. Solvent: C(C)O.O (ethanol water). Reagents/catalysts: [Fe] (iron). The product is Cl.Cl.NC1=C(C(=O)NCC23CC4CC(CC(C2)C4)C3)C=CC=C1N1CCNCC1 (2-Amino-3-piperazin-1-yl-N-(tricyclo[3.3.1.13,7]dec-1-ylmethyl)-benzamide, dihydrochloride salt). Reactants: [N+](=O)([O-])C1=C(C(=O)NCC23CC4CC(CC(C2)C4)C3)C=CC=C1 (2-nitro-N-(tricyclo[3.3.1.13,7]dec-1-ylmethyl)-benzamide), [Cl-].[NH4+] (ammonium chloride). Procedure: A suspension of 3-(4-{1,1-dimethylethyl}oxycarbonyl]-piperazin-1-yl)-2-nitro-N-(tricyclo[3.3.1.13,7]dec-1-ylmethyl)-benzamide (3.8 g, Example 1b), iron powder (2.13 g) and ammonium chloride (2.04 g) in 2:1 ethanol/water (90 ml) was heated at reflux, under a nitrogen atmosphere, for 2 h. The cooled reaction mixture was filtered and the filtrate partitioned between water and ethyl acetate. The organic layer was separated and washed with water twice further, dried over magnesium sulfate, filtered a... Reaction SMILES: [N+:1]([C:4]1[CH:23]=[CH:22][CH:21]=[CH:20][C:5]=1[C:6]([NH:8][CH2:9][C:10]12[CH2:19][CH:14]3[CH2:15][CH:16]([CH2:18][CH:12]([CH2:13]3)[CH2:11]1)[CH2:17]2)=[O:7])([O-])=O.[Cl-:24].[NH4+:25]>[Fe].C(O)C.O>[ClH:24].[ClH:24].[NH2:1][C:4]1[C:23]([N:25]2[CH2:10][CH2:9][NH:8][CH2:6][CH2:5]2)=[CH:22][CH:21]=[CH:20][C:5]=1[C:6]([NH:8][CH2:9][C:10]12[CH2:19][CH:14]3[CH2:15][CH:16]([CH2:18][CH:12]([CH2:13]3)[CH2:11]1)[CH2:17]2)=[O:7] |f:1.2,4.5,6.7.8|. Reactants: CS(=O)(=O)C1=NC=C(C=N1)C#CC1=CC=CC=C1 (2-methanesulfonyl-5-phenylethynyl-pyrimidine), OCC1CC(C1)O (3-(hydroxymethyl)cyclobutanol). The product is C1(=CC=CC=C1)C#CC=1C=NC(=NC1)OC[C@@H]1C[C@H](C1)O (trans-3-(5-Phenylethynyl-pyrimidin-2-yloxymethyl)-cyclobutanol). As a reaction SMILES: CS([C:5]1[N:10]=[CH:9][C:8]([C:11]#[C:12][C:13]2[CH:18]=[CH:17][CH:16]=[CH:15][CH:14]=2)=[CH:7][N:6]=1)(=O)=O.[OH:19][CH2:20][CH:21]1[CH2:24][CH:23]([OH:25])[CH2:22]1>>[C:13]1([C:12]#[C:11][C:8]2[CH:7]=[N:6][C:5]([O:19][CH2:20][C@H:21]3[CH2:24][C@H:23]([OH:25])[CH2:22]3)=[N:10][CH:9]=2)[CH:18]=[CH:17][CH:16]=[CH:15][CH:14]=1. Procedure: The title compound, yellow solid, MS: m/e=281.1 (M+H+), can be prepared in accordance with the general method of example 1, step 3 from 2-methanesulfonyl-5-phenylethynyl-pyrimidine (example 1, step 2) and 3-(hydroxymethyl)cyclobutanol by using Cs2CO3 as base and dioxane as solvent for 16 hours at 100° C. and by separation of the received isomers-mixture using a chiral column (Lux2 Cellulose with heptane:isopropanol 85:15 as solvent). Starting materials: NC=1C=CC2=C(N(CCCO2)C(C)=O)C1 (1-(2-Amino-7,8-dihydro-6H-5-oxa-9-aza-benzocyclohepten-9-yl)-ethanone), CNC(=O)C=1SC=CC1NC1=NC(=NC=C1Cl)Cl (3-(2,5-Dichloro-pyrimidin-4-ylamino)-thiophene-2-carboxylic acid methylamide), C12(C(=O)CC(CC1)C2(C)C)CS(=O)(=O)O (10-Camphorsulfonic acid). Solvent: C(C)(C)O (Isopropyl alcohol), CS(=O)C (DMSO). The product is C(C)(=O)N1CCCOC2=C1C=C(C=C2)NC2=NC=C(C(=N2)NC2=C(SC=C2)C(=O)O)Cl (3-[2-(9-Acetyl-6,7,8,9-tetrahydro-5-oxa-9-aza-benzocyclohepten-2-ylamino)-5-chloro-pyrimidin-4-ylamino]-thiophene-2-carboxylic acid), solid. Isolated yield 36.0%. Reaction SMILES: [NH2:1][C:2]1[CH:3]=[CH:4][C:5]2[O:11][CH2:10][CH2:9][CH2:8][N:7]([C:12](=[O:14])[CH3:13])[C:6]=2[CH:15]=1.CN[C:18]([C:20]1[S:21][CH:22]=[CH:23][C:24]=1[NH:25][C:26]1[C:31]([Cl:32])=[CH:30][N:29]=[C:28](Cl)[N:27]=1)=[O:19].C12(CS(O)(=O)=O)C(C)(C)C(CC1)CC2=[O:36]>C(O)(C)C.CS(C)=O>[C:12]([N:7]1[C:6]2[CH:15]=[C:2]([NH:1][C:28]3[N:27]=[C:26]([NH:25][C:24]4[CH:23]=[CH:22][S:21][C:20]=4[C:18]([OH:19])=[O:36])[C:31]([Cl:32])=[CH:30][N:29]=3)[CH:3]=[CH:4][C:5]=2[O:11][CH2:10][CH2:9][CH2:8]1)(=[O:14])[CH3:13]. Procedure: 1-(2-Amino-7,8-dihydro-6H-5-oxa-9-aza-benzocyclohepten-9-yl)-ethanone (55 mg, 0.27 mmol), 3-(2,5-Dichloro-pyrimidin-4-ylamino)-thiophene-2-carboxylic acid methylamide (88 mg, 0.29 mmol), and 10-Camphorsulfonic acid (12 mg, 0.052 mmol) in Isopropyl alcohol (2 mL) was irradiated in a CEM microwave (120° C., 40 min; 140° C. 20 min, 140° C. 60 min, 140° C. 20 min). The mixture was conc. in vacuo and suspended in DMSO (3.5 mL), which resulted in a significant amount of solid to form. The solids were ...